Dataset: the Open Reaction Database (ORD), a public repository of structured organic reaction records. Task: describe an organic reaction: reactants, conditions, products, and yield The solvent is C1=CC=CC=C1 (benzene). Starting materials: OCC1COCN2C1C1=CC(=C(C=C1CC2)OCC)OCC (1-(hydroxymethyl)-9,10-diethoxy-1,6,7,11b-tetrahydro-2H,4H-[1,3]oxazino[4,3-a]-isoquinoline), S(=O)(Cl)Cl (sulfinyl dichloride). The yield is 37.0%. As a reaction SMILES: O[CH2:2][CH:3]1[CH:8]2[C:9]3[C:14]([CH2:15][CH2:16][N:7]2[CH2:6][O:5][CH2:4]1)=[CH:13][C:12]([O:17][CH2:18][CH3:19])=[C:11]([O:20][CH2:21][CH3:22])[CH:10]=3.S(Cl)([Cl:25])=O>C1C=CC=CC=1>[ClH:25].[Cl:25][CH2:2][CH:3]1[CH:8]2[C:9]3[C:14]([CH2:15][CH2:16][N:7]2[CH2:6][O:5][CH2:4]1)=[CH:13][C:12]([O:17][CH2:18][CH3:19])=[C:11]([O:20][CH2:21][CH3:22])[CH:10]=3 |f:3.4|. Reported procedure: 0.01 mole (3.08 g) of 1-(hydroxymethyl)-9,10-diethoxy-1,6,7,11b-tetrahydro-2H,4H-[1,3]oxazino[4,3-a]-isoquinoline is dissolved in 50 ml of absolute benzene. To the solution 0.05 mole (6 g) of sulfinyl dichloride is added dropwise, under ice cooling and stirring. Thereafter the reaction mixture is slightly refluxed for 3 hours. The excess of the solvent and sulfinyl dichloride is distilled off in vacuo. The residual brown oil is triturated with a small amount of ether to yield the desired compoun... Product: Cl.ClCC1COCN2C1C1=CC(=C(C=C1CC2)OCC)OCC (1-(chloromethyl)-9,10-diethoxy-1,6,7,11b-tetrahydro-2H,4H-[1,3]oxazino[4,3-a]-isoquinoline hydrochloride).